This data is from the Open Reaction Database (ORD), a public repository of structured organic reaction records. The task is: describe an organic reaction: reactants, conditions, products, and yield Starting materials: C1(=CC=CC=C1)[C@@H](C)OC(NC=1N=COC1C1=CC=C(C=C1)Br)=O ([5-(4-bromo-phenyl)-oxazol-4-yl]-carbamic acid (R)-1-phenyl-ethyl ester), C(C)OC(=O)C1(CC1)C1=CC=C(C=C1)B1OC(C(O1)(C)C)(C)C (1-[4-(4,4,5,5-tetramethyl-[1,3,2]dioxaborolan-2-yl)-phenyl]-cyclopropanecarboxylic acid ethyl ester). The reagents and catalysts are Cl[Pd]Cl.C1(=CC=CC=C1)P([C-]1C=CC=C1)C1=CC=CC=C1.[C-]1(C=CC=C1)P(C1=CC=CC=C1)C1=CC=CC=C1.[Fe+2] ((1,1′-bis(diphenylphosphino)ferrocene)-dichloropalladium(II)). The product is C(C)OC(=O)C1(CC1)C1=CC=C(C=C1)C1=CC=C(C=C1)C1=C(N=CO1)NC(=O)O[C@H](C)C1=CC=CC=C1 (1-{4′-[4-((R)-1-Phenyl-ethoxycarbonylamino)-oxazol-5-yl]-biphenyl-4-yl}-cyclopropanecarboxylic acid ethyl ester). RXN SMILES: [C:1]1([C@H:7]([O:9][C:10](=[O:24])[NH:11][C:12]2[N:13]=[CH:14][O:15][C:16]=2[C:17]2[CH:22]=[CH:21][C:20](Br)=[CH:19][CH:18]=2)[CH3:8])[CH:6]=[CH:5][CH:4]=[CH:3][CH:2]=1.[CH2:25]([O:27][C:28]([C:30]1([C:33]2[CH:38]=[CH:37][C:36](B3OC(C)(C)C(C)(C)O3)=[CH:35][CH:34]=2)[CH2:32][CH2:31]1)=[O:29])[CH3:26]>Cl[Pd]Cl.C1(P(C2C=CC=CC=2)[C-]2C=CC=C2)C=CC=CC=1.[C-]1(P(C2C=CC=CC=2)C2C=CC=CC=2)C=CC=C1.[Fe+2]>[CH2:25]([O:27][C:28]([C:30]1([C:33]2[CH:38]=[CH:37][C:36]([C:20]3[CH:21]=[CH:22][C:17]([C:16]4[O:15][CH:14]=[N:13][C:12]=4[NH:11][C:10]([O:9][C@@H:7]([C:1]4[CH:6]=[CH:5][CH:4]=[CH:3][CH:2]=4)[CH3:8])=[O:24])=[CH:18][CH:19]=3)=[CH:35][CH:34]=2)[CH2:31][CH2:32]1)=[O:29])[CH3:26] |f:2.3.4.5|. Procedure: Prepared according to the procedure described in Example 1, Step 2, using the following starting materials: [5-(4-bromo-phenyl)-oxazol-4-yl]-carbamic acid (R)-1-phenyl-ethyl ester and 1-[4-(4,4,5,5-tetramethyl-[1,3,2]dioxaborolan-2-yl)-phenyl]-cyclopropanecarboxylic acid ethyl ester. Additionally, (1,1′-bis(diphenylphosphino)ferrocene)-dichloropalladium(II) was used as the catalyst.